describe an organic reaction: reactants, conditions, products, and yield From a dataset of the Open Reaction Database (ORD), a public repository of structured organic reaction records. Reaction conditions: time 15 minute. RXN SMILES: [CH3:1][C:2]1[S:3][C:4]([C:10]([O:12][CH3:13])=[O:11])=[C:5]2[C:9]=1[NH:8][CH:7]=[N:6]2.[H-].[Na+].C([N:35]1[C:39]([C:40]2[CH:45]=[CH:44][CH:43]=[CH:42][C:41]=2[C:46]2[CH:53]=[CH:52][C:49]([CH2:50]Br)=[CH:48][CH:47]=2)=[N:38][N:37]=[N:36]1)(C1C=CC=CC=1)(C1C=CC=CC=1)C1C=CC=CC=1.O>CN(C=O)C.C(Cl)(Cl)Cl.CO>[CH3:1][C:2]1[S:3][C:4]([C:10]([O:12][CH3:13])=[O:11])=[C:5]2[C:9]=1[N:8]=[CH:7][N:6]2[CH2:50][C:49]1[CH:52]=[CH:53][C:46]([C:41]2[CH:42]=[CH:43][CH:44]=[CH:45][C:40]=2[C:39]2[NH:35][N:36]=[N:37][N:38]=2)=[CH:47][CH:48]=1 |f:1.2|. Yield: 27.3%. The solvent is CN(C)C=O (DMF), C(Cl)(Cl)Cl (chloroform), CO (methanol). The reactants are CC=1SC(=C2N=CNC21)C(=O)OC (methyl 4-methylthieno[3,4-d]-imidazole-6-carboxylate), [H-].[Na+] (sodium hydride), O (water), C(C1=CC=CC=C1)(C1=CC=CC=C1)(C1=CC=CC=C1)N1N=NN=C1C1=C(C=CC=C1)C1=CC=C(CBr)C=C1 (4-[2'-(N-trityltetrazol-5-yl)phenyl]benzylbromide). Product: CC=1SC(=C2N(C=NC21)CC2=CC=C(C=C2)C2=C(C=CC=C2)C2=NN=NN2)C(=O)OC (Methyl 4-methyl-1-[[2'-(1H-tetrazol-5-yl}biphenyl-4-yl]methyl]thieno[3,4-d]imidazole-6-carboxylate). Procedure: To a solution of methyl 4-methylthieno[3,4-d]-imidazole-6-carboxylate (0.20 g) in DMF (2 ml) was added sodium hydride (60% oil, 48 mg) under ice-cooling. The mixture was stirred for 15 minutes, and there which was added 4-[2'-(N-trityltetrazol-5-yl)phenyl]benzylbromide (0.68 g), followed by stirring for one hour at room temperature. To the reaction mixture was added water and the mixture was extracted with ethyl acetate. The extract was washed with water, dried and concentrated to dryness. The c... The reactants are BrCC(=O)C1=CC=C(C=C1)F (2-bromo-1-(4-fluorophenyl)ethanone), C(N)(=S)C1CN(CCC1)C(=O)OC(C)(C)C (tert-butyl 3-carbamothioylpiperidine-1-carboxylate). Yields the product FC1=CC=C(C=C1)C=1N=C(SC1)C1CN(CCC1)C(=O)OC(C)(C)C (tert-Butyl 3-(4-(4-fluorophenyl)thiazol-2-yl)piperidine-1-carboxylate). The yield is 9.0%. RXN SMILES: Br[CH2:2][C:3]([C:5]1[CH:10]=[CH:9][C:8]([F:11])=[CH:7][CH:6]=1)=O.[C:12]([CH:15]1[CH2:20][CH2:19][CH2:18][N:17]([C:21]([O:23][C:24]([CH3:27])([CH3:26])[CH3:25])=[O:22])[CH2:16]1)(=[S:14])[NH2:13]>>[F:11][C:8]1[CH:9]=[CH:10][C:5]([C:3]2[N:13]=[C:12]([CH:15]3[CH2:20][CH2:19][CH2:18][N:17]([C:21]([O:23][C:24]([CH3:27])([CH3:26])[CH3:25])=[O:22])[CH2:16]3)[S:14][CH:2]=2)=[CH:6][CH:7]=1. Procedure: This compound was synthesized from 2-bromo-1-(4-fluorophenyl)ethanone and tert-butyl 3-carbamothioylpiperidine-1-carboxylate as described for example 59 step 5 (95 mg, yield 9%). 1H NMR (400 MHz, CDCl3) δ 7.90-7.87 (dd, J=8.8 Hz, 5.3 Hz, 2H), 7.31 (s, 1H), 7.13-7.09 (t, J=8.8 Hz, 2H), 4.05-4.02 (m, 1H), 3.24-3.18 (m, 2H), 2.96-2.89 (m, 1H), 2.30-2.25 (m, 2H), 1.85-1.80 (m, 2H), 1.64 (m, 1H), 1.49 (s, 9H). MS (ESI) m/z: Calculated for C19H23FN2O2S: 362.15. found: 363.2 (M+H)+ Reactants: [O-]P(=O)([O-])[O-].[K+].[K+].[K+] (K3PO4), COC1=CC=C(CNC2=NC=C(C3=C2C2=C(S3)C=C(C=C2)C(F)(F)F)C#N)C=C1 (1-[(4-methoxybenzyl)amino]-7-(trifluoromethyl)[1]benzothieno[3,2-c]pyridine-4-carbonitrile), [OH-].[K+] (KOH), O (H2O). Run in OS(=O)(=O)O (H2SO4). Product: NC1=NC=C(C2=C1C1=C(S2)C=C(C=C1)C(F)(F)F)C(=O)N (1-Amino-7-(trifluoromethyl)[1]benzothieno[3,2-c]pyridine-4-carboxamide). RXN SMILES: COC1C=CC(C[NH:8][C:9]2[C:14]3[C:15]4[CH:21]=[CH:20][C:19]([C:22]([F:25])([F:24])[F:23])=[CH:18][C:16]=4[S:17][C:13]=3[C:12]([C:26]#[N:27])=[CH:11][N:10]=2)=CC=1.O.[OH-].[K+].[O-:33]P([O-])([O-])=O.[K+].[K+].[K+]>OS(O)(=O)=O>[NH2:8][C:9]1[C:14]2[C:15]3[CH:21]=[CH:20][C:19]([C:22]([F:25])([F:24])[F:23])=[CH:18][C:16]=3[S:17][C:13]=2[C:12]([C:26]([NH2:27])=[O:33])=[CH:11][N:10]=1 |f:2.3,4.5.6.7|. Procedure: A solution of 1-[(4-methoxybenzyl)amino]-7-(trifluoromethyl)[1]benzothieno[3,2-c]pyridine-4-carbonitrile in conc. H2SO4 (0.1 M) was stirred at room temperature for 2 h. The mixture was poured into H2O, neutralized with KOH and K3PO4 solution to pH 9. The solid was filtered then swished with boiling H2O to give the title compound. Reactants: C(C)(=O)O (Acetic Acid), CN1C[C@H]([C@@H](C1)C1=C(C=CC=C1)C(F)(F)F)[N+](=O)[O-] ((3S,4R)-1-Methyl-3-nitro-4-(2-(trifluoromethyl)phenyl)-pyrrolidine). The reagents and catalysts are [Zn] (zinc). Solvent: CO (MeOH). Reaction conditions: time 8 hour. The product is ( 3R,4S ), CN1C[C@H]([C@@H](C1)C1=C(C=CC=C1)C(F)(F)F)N ((3S,4R)-1-methyl-4-(2-(trifluoromethyl)phenyl)pyrrolidin-3-amine). Isolated yield 87.3%. As a reaction SMILES: [CH3:1][N:2]1[CH2:6][C@@H:5]([C:7]2[CH:12]=[CH:11][CH:10]=[CH:9][C:8]=2[C:13]([F:16])([F:15])[F:14])[C@H:4]([N+:17]([O-])=O)[CH2:3]1.C(O)(=O)C>CO.[Zn]>[CH3:1][N:2]1[CH2:6][C@@H:5]([C:7]2[CH:12]=[CH:11][CH:10]=[CH:9][C:8]=2[C:13]([F:14])([F:15])[F:16])[C@H:4]([NH2:17])[CH2:3]1. Procedure details: Racemic (3R,4S) and (3S,4R)-1-Methyl-3-nitro-4-(2-(trifluoromethyl)phenyl)-pyrrolidine (296.8 mg, 1.082 mmol) was dissolved in MeOH (5 mL) and Acetic Acid (5 mL) then zinc (354 mg, 5.41 mmol) was added at 0° C. The reaction mixture was warmed to room temperature and stirred under nitrogen overnight. The suspension was filtered over celite and washed with methanol. The filtrate was concentrated in vacuo and the residue was suspended in ethyl acetate, cooled in an ice bath, and basified with conc.... Reactants: [BH4-], CCO, CC(C)[O-], CC(C)[O-], CC(C)[O-], CC(C)[O-], N, [Na+], O=C1CCOc2ccccc21, [Ti+4]. RXN SMILES: [BH4-:16].[CH3:13][CH2:14][OH:15].[CH3:18][CH:19]([CH3:20])[O-:21].[CH3:23][CH:24]([CH3:25])[O-:26].[CH3:27][CH:28]([CH3:29])[O-:30].[CH3:31][CH:32]([CH3:33])[O-:34].[NH3:12].[Na+:17].[O:1]1[CH2:2][CH2:3][C:4](=[O:11])[c:5]2[cH:6][cH:7][cH:8][cH:9][c:10]21.[Ti+4:22]>>[O:1]1[CH2:2][CH2:3][CH:4]([NH2:12])[c:5]2[cH:6][cH:7][cH:8][cH:9][c:10]21. The product is NC1CCOc2ccccc21. The reactants are CCOC(=O)C(C)O[Si](C)(C)C(C)(C)C, CC(C)C[Al+]CC(C)C, CCOCC, [H-]. The product is CC(CO)O[Si](C)(C)C(C)(C)C. As a reaction SMILES: [C:11]([CH3:12])([CH3:13])([CH3:14])[Si:15]([O:16][CH:17]([C:18](=[O:19])[O:20][CH2:21][CH3:22])[CH3:23])([CH3:24])[CH3:25].[CH2:2]([Al+:3][CH2:4][CH:5]([CH3:6])[CH3:7])[CH:8]([CH3:9])[CH3:10].[CH3:26][CH2:27][O:28][CH2:29][CH3:30].[H-:1]>>[C:11]([CH3:12])([CH3:13])([CH3:14])[Si:15]([O:16][CH:17]([CH2:18][OH:19])[CH3:23])([CH3:24])[CH3:25]. Yields the product C#Cc1cccc(CCCO)c1. The reactants are Cc1ccccc1, [K+], [OH-], CC(C)(O)C#Cc1cccc(CCCO)c1. As a reaction SMILES: [CH3:19][c:20]1[cH:21][cH:22][cH:23][cH:24][cH:25]1.[K+:18].[OH-:17].[OH:1][CH2:2][CH2:3][CH2:4][c:5]1[cH:6][c:7]([C:11]#[C:12][C:13]([CH3:14])([OH:15])[CH3:16])[cH:8][cH:9][cH:10]1>>[OH:1][CH2:2][CH2:3][CH2:4][c:5]1[cH:6][c:7]([C:11]#[CH:12])[cH:8][cH:9][cH:10]1. The reactants are CCOCC (ether), ClC=1C=C2C(NC(N(C2=CC1)CC1=CC=C(C=C1)OC)=O)(C#C)C1CC1 (6-chloro-4-cyclopropyl-4-ethynyl-3,4-dihydro-1-(p-methoxybenzyl)quinazolin-2(1H)-one), FC(C(=O)O)(F)F (trifluoroacetic acid). The solvent is C(Cl)Cl (CH2Cl2). Product: ClC=1C=C2C(NC(NC2=CC1)=O)(C#C)C1CC1 (6-Chloro-4-cyclopropyl-4-ethynyl-3,4-dihydroquinazolin-2(1H)-one). The yield is 71.0%. As a reaction SMILES: [Cl:1][C:2]1[CH:3]=[C:4]2[C:9](=[CH:10][CH:11]=1)[N:8](CC1C=CC(OC)=CC=1)[C:7](=[O:21])[NH:6][C:5]2([CH:24]1[CH2:26][CH2:25]1)[C:22]#[CH:23].FC(F)(F)C(O)=O.CCOCC>C(Cl)Cl>[Cl:1][C:2]1[CH:3]=[C:4]2[C:9](=[CH:10][CH:11]=1)[NH:8][C:7](=[O:21])[NH:6][C:5]2([CH:24]1[CH2:26][CH2:25]1)[C:22]#[CH:23]. Procedure: A solution of 1.4 g (4.11 mmol) of 6-chloro-4-cyclopropyl-4-ethynyl-3,4-dihydro-1-(p-methoxybenzyl)quinazolin-2(1H)-one in 5 mL of CH2Cl2 was treated with 10 mL of trifluoroacetic acid (Aldrich) under N2 overnight at r.t. The reaction was concentrated by rotovap under reduced pressure and the residue partitioned between ethyl acetate and 10% citric acid. The organic layer was washed with water, brine, dried over MgSO4 and the solvents removed to give an oil which was flash chromatographed on SiO... Reactants: [N+](=O)([O-])C1=C(C=C(C=C1)N1CCN(CC1)C(C)=O)NC1=CC=CC=C1 (1-(4-(4-nitro-3-(phenylamino)phenyl)piperazin-1-yl)ethanone). Reagents/catalysts: [Pd] (Pd/C). Solvent: C(C)O (ethanol). Conditions: time 2 hour. The product is NC1=C(C=C(C=C1)N1CCN(CC1)C(C)=O)NC1=CC=CC=C1 (1-(4-(4-amino-3-(phenylamino)phenyl)piperazin-1-yl)ethanone). Reaction SMILES: [N+:1]([C:4]1[CH:9]=[CH:8][C:7]([N:10]2[CH2:15][CH2:14][N:13]([C:16](=[O:18])[CH3:17])[CH2:12][CH2:11]2)=[CH:6][C:5]=1[NH:19][C:20]1[CH:25]=[CH:24][CH:23]=[CH:22][CH:21]=1)([O-])=O>C(O)C.[Pd]>[NH2:1][C:4]1[CH:9]=[CH:8][C:7]([N:10]2[CH2:15][CH2:14][N:13]([C:16](=[O:18])[CH3:17])[CH2:12][CH2:11]2)=[CH:6][C:5]=1[NH:19][C:20]1[CH:25]=[CH:24][CH:23]=[CH:22][CH:21]=1. Procedure details: The compound prepared in Step 2 was dissolved in ethanol, added with 10% Pd/C and stirred under hydrogen atmosphere for 2 hours. Upon completion of the reaction, the Pd/C in the reaction mixture was removed using celite and the solvent was removed under reduced pressure. The thus obtained compound was used in the subsequent reaction without further purification.